From a dataset of the Open Reaction Database (ORD), a public repository of structured organic reaction records. describe an organic reaction: reactants, conditions, products, and yield The reactants are CN(C)C(C(N)=S)c1ccccn1, NC1CC1, O. Yields the product CN(C)C(C(=S)NC1CC1)c1ccccn1. Reaction SMILES: [CH3:1][N:2]([CH:3]([C:4](=[S:5])[NH2:6])[c:7]1[n:8][cH:9][cH:10][cH:11][cH:12]1)[CH3:13].[CH:14]1([NH2:17])[CH2:15][CH2:16]1.[OH2:18]>>[CH3:1][N:2]([CH:3]([C:4](=[S:5])[NH:6][CH:14]1[CH2:15][CH2:16]1)[c:7]1[n:8][cH:9][cH:10][cH:11][cH:12]1)[CH3:13]. The reactants are FC=1C=CC2=C(C1)C1(CCNCC1)OC2 (6-fluoro-3H-spiro[2-benzofuran-1,4′-piperidine]), OCC(C(=O)OC(C)(C)C)=C (tert-butyl 2-(hydroxymethyl)acrylate). Yields the product FC=1C=CC2=C(C1)C1(CCN(CC1)CC(C(=O)OC(C)(C)C)CO)OC2 (tert-Butyl 3-(6-fluoro-1H,3H-spiro[2-benzofuran-1,4′-piperidin]-1′-yl)-2-(hydroxymethyl)propanoate). Reaction SMILES: [F:1][C:2]1[CH:3]=[CH:4][C:5]2[CH2:15][O:14][C:8]3([CH2:13][CH2:12][NH:11][CH2:10][CH2:9]3)[C:6]=2[CH:7]=1.[OH:16][CH2:17][C:18](=[CH2:26])[C:19]([O:21][C:22]([CH3:25])([CH3:24])[CH3:23])=[O:20]>>[F:1][C:2]1[CH:3]=[CH:4][C:5]2[CH2:15][O:14][C:8]3([CH2:9][CH2:10][N:11]([CH2:26][CH:18]([CH2:17][OH:16])[C:19]([O:21][C:22]([CH3:24])([CH3:23])[CH3:25])=[O:20])[CH2:12][CH2:13]3)[C:6]=2[CH:7]=1. Procedure details: The title compound was prepared according to the procedure described in step 4 of example 4 from 6-fluoro-3H-spiro[2-benzofuran-1,4′-piperidine] (J. Med. Chem. 1995, 38, 2009.) and tert-butyl 2-(hydroxymethyl)acrylate (Synlett 1997, 12, 1417.): Starting materials: [N-]=[N+]=[N-].[Na+] (Sodium azide), FC1=C(C(=C(C(=C1C(=O)O)F)F)F)F.FC1=C(C(=C(C(=C1C(=O)O)F)F)F)F.C(CN)N (ethylene diamine bis(pentafluorobenzoate)). Solvent: O (water), CN(C)C=O (DMF), CN(C)C=O (DMF). Conditions: temperature 60 celsius, time 8 hour. The product is N(=[N+]=[N-])C1=C(C(=C(C(=O)O)C(=C1F)F)F)F.N(=[N+]=[N-])C1=C(C(=C(C(=O)O)C(=C1F)F)F)F.C(CN)N (ethylene diamine bis(4-azido-2,3,5,6-tetrafluorobenzoate)). Reaction SMILES: [N-:1]=[N+:2]=[N-:3].[Na+].[F:5][C:6]1[C:11]([C:12]([OH:14])=[O:13])=[C:10]([F:15])[C:9]([F:16])=[C:8](F)[C:7]=1[F:18].[F:19][C:20]1[C:25]([C:26]([OH:28])=[O:27])=[C:24]([F:29])[C:23]([F:30])=[C:22](F)[C:21]=1[F:32].[CH2:33]([NH2:36])[CH2:34][NH2:35]>O.CN(C=O)C>[N:1]([C:8]1[C:7]([F:18])=[C:6]([F:5])[C:11]([C:12]([OH:14])=[O:13])=[C:10]([F:15])[C:9]=1[F:16])=[N+:2]=[N-:3].[N:1]([C:22]1[C:21]([F:32])=[C:20]([F:19])[C:25]([C:26]([OH:28])=[O:27])=[C:24]([F:29])[C:23]=1[F:30])=[N+:2]=[N-:3].[CH2:33]([NH2:36])[CH2:34][NH2:35] |f:0.1,2.3.4,7.8.9|. Procedure: Ethylene diamine (130 mg, 2.1 mmol) and triethylamine (510 mg, 5.0 mmol), together dissolved in 10 mL anhydrous ether is added to pentafluorobenzoyl chloride (1.2 g, 5.0 mmol) in 10 mL anhydrous ether. White precipitate is obtained and filtered off. The residue is washed with chloroform, then water and then filtered to recover ethylene diamine bis(pentafluorobenzoate) (III) as white needle crystals (yield, 100%). Sodium azide (270 mg, 4.2 mmol) in 1.7 mL water and 4.0 mL DMF is then reacted with...